From a dataset of the Open Reaction Database (ORD), a public repository of structured organic reaction records. describe an organic reaction: reactants, conditions, products, and yield The reactants are ice, OS(=O)(=O)O (H2SO4), C(C)C1=C(N)C(=CC=C1)C (2-ethyl-6-methylaniline), OS(=O)(=O)O (H2SO4), ice, N(=O)[O-].[Na+] (NaNO2), ice. Run in O (water), O (water). Reaction conditions: temperature 0 celsius, time 1 hour. Product: C(C)C1=C(C(=CC=C1)C)O (2-ethyl-6-methyl-phenol). The yield is 56.9%. As a reaction SMILES: OS(O)(=O)=O.[CH2:6]([C:8]1[CH:14]=[CH:13][CH:12]=[C:11]([CH3:15])[C:9]=1N)[CH3:7].N([O-])=[O:17].[Na+]>O>[CH2:6]([C:8]1[CH:14]=[CH:13][CH:12]=[C:11]([CH3:15])[C:9]=1[OH:17])[CH3:7] |f:2.3|. Reported procedure: To an ice-cold solution of H2SO4 (150 mL) in water (250 mL), 2-ethyl-6-methylaniline (15.0 g, 111 mmol) is added. The solution is treated with ice (150 g) before a solution of NaNO2 (10.7 g, 155 mmol) in water (150 mL) and ice (50 g) is added dropwise. The mixture is stirred at 0° C. for 1 h. 50% aq. H2SO4 (200 mL) is added and stirring is continued at rt for 18 h. The mixture is extracted with DCM and the organic extracts are dried over MgSO4 and evaporated. The crude product is purified by CC ... Reactants: CN(C(=O)[C@H]1N(C[C@H](C1)SC=1[C@@H]([C@H]2N(C1C(=O)OCC1=CC=C(C=C1)[N+](=O)[O-])C([C@@H]2[C@@H](C)O)=O)C)C(=O)OCC2=CC=C(C=C2)[N+](=O)[O-])[C@@H]2CN(CC2)C(=O)OCC2=CC=C(C=C2)[N+](=O)[O-] (4-nitrobenzyl (1R, 5S, 6S)-2-{(2S, 4S)-2-(N-methyl-N-[(3S)-1-(4-nitrobenzyloxycarbonyl)pyrrolidin-3-yl]carbamoyl}-1-(4-nitrobenzyloxycarbonyl)pyrrolidin-4-ylthio}-6-[(1R)-1-hydroxyethyl]-1-methyl-1-carbapen-2-em-3-carboxylate), Cl (hydrochloric acid). The solvent is O1CCCC1 (tetrahydrofuran), O (water). The product is Cl.CN(C(=O)[C@H]1NC[C@H](C1)SC=1[C@@H]([C@H]2N(C1C(=O)O)C([C@@H]2[C@@H](C)O)=O)C)[C@@H]2CNCC2 ((1R, 5S, 6S)-2-{(2S, 4S)-2-[N-Methyl-N-((3S)-3-pyrrolidinyl)carbamoyl]pyrrolidin-4-ylthio}-6-[(1R)-1-hydroxyethyl]-1-methyl-1-carbapen-2-em-3-carboxylic acid hydrochloride). RXN SMILES: [CH3:1][N:2]([C@H:49]1[CH2:53][CH2:52][N:51](C(OCC2C=CC([N+]([O-])=O)=CC=2)=O)[CH2:50]1)[C:3]([C@@H:5]1[CH2:9][C@H:8]([S:10][C:11]2[C@H:12]([CH3:35])[C@@H:13]3[C@@H:30]([C@H:31]([OH:33])[CH3:32])[C:29](=[O:34])[N:14]3[C:15]=2[C:16]([O:18]CC2C=CC([N+]([O-])=O)=CC=2)=[O:17])[CH2:7][N:6]1C(OCC1C=CC([N+]([O-])=O)=CC=1)=O)=[O:4].[ClH:67]>O1CCCC1.O>[ClH:67].[CH3:1][N:2]([C@H:49]1[CH2:53][CH2:52][NH:51][CH2:50]1)[C:3]([C@@H:5]1[CH2:9][C@H:8]([S:10][C:11]2[C@H:12]([CH3:35])[C@@H:13]3[C@@H:30]([C@H:31]([OH:33])[CH3:32])[C:29](=[O:34])[N:14]3[C:15]=2[C:16]([OH:18])=[O:17])[CH2:7][NH:6]1)=[O:4] |f:4.5|. Reported procedure: 500 mg of 4-nitrobenzyl (1R, 5S, 6S)-2-{(2S, 4S)-2-(N-methyl-N-[(3S)-1-(4-nitrobenzyloxycarbonyl)pyrrolidin-3-yl]carbamoyl}-1-(4-nitrobenzyloxycarbonyl)pyrrolidin-4-ylthio}-6-[(1R)-1-hydroxyethyl]-1-methyl-1-carbapen-2-em-3-carboxylate [prepared as described in step (a) above] were dissolved in 20 ml of a 1:1 by volume mixture of tetrahydrofuran and water, after which 0.45 ml of 1N aqueous hydrochloric acid was added, and the mixture was hydrogenated by bubbling hydrogen through it at room tempe... Starting materials: CC(C)c1c(C(=O)NCc2ccc(F)c(F)c2)c2cc(F)c(I)cc2n1Cc1ccccc1, C[O-], CO, [Cu]I, [Na+], [Na], CN(C)C=O. The product is COc1cc2c(cc1F)c(C(=O)NCc1ccc(F)c(F)c1)c(C(C)C)n2Cc1ccccc1. RXN SMILES: [CH2:7]([c:8]1[cH:9][cH:10][cH:11][cH:12][cH:13]1)[n:14]1[c:15]([CH:37]([CH3:38])[CH3:39])[c:16]([C:25](=[O:26])[NH:27][CH2:28][c:29]2[cH:30][c:31]([F:36])[c:32]([F:35])[cH:33][cH:34]2)[c:17]2[cH:18][c:19]([F:24])[c:20]([I:23])[cH:21][c:22]12.[CH3:1][O-:2].[CH3:5][OH:6].[Cu:45][I:46].[Na+:3].[Na:4].[O:40]=[CH:41][N:42]([CH3:43])[CH3:44]>>[CH3:1][O:2][c:20]1[c:19]([F:24])[cH:18][c:17]2[c:16]([C:25](=[O:26])[NH:27][CH2:28][c:29]3[cH:30][c:31]([F:36])[c:32]([F:35])[cH:33][cH:34]3)[c:15]([CH:37]([CH3:38])[CH3:39])[n:14]([CH2:7][c:8]3[cH:9][cH:10][cH:11][cH:12][cH:13]3)[c:22]2[cH:21]1. The reactants are Nc1ccccc1OCc1cc(F)ccc1Br, CN1CCOCC1, Cc1ccccc1, CCOC(=O)Cl, Cl, O=C(O)C1CCCN1C(=O)Cc1ccc(N2CCCC2)cc1, O, O=C(O)CC(O)(CC(=O)O)C(=O)O. The product is O=C(Nc1ccccc1OCc1cc(F)ccc1Br)C1CCCN1C(=O)Cc1ccc(N2CCCC2)cc1. RXN SMILES: [Br:37][c:38]1[c:39]([CH2:40][O:41][c:42]2[c:43]([NH2:44])[cH:45][cH:46][cH:47][cH:48]2)[cH:49][c:50]([F:53])[cH:51][cH:52]1.[CH3:1][N:2]1[CH2:3][CH2:4][O:5][CH2:6][CH2:7]1.[CH3:67][c:68]1[cH:69][cH:70][cH:71][cH:72][cH:73]1.[Cl:30][C:31]([O:32][CH2:33][CH3:34])=[O:35].[ClH:36].[N:8]1([c:13]2[cH:14][cH:15][c:16]([CH2:19][C:20](=[O:21])[N:22]3[CH:23]([C:24](=[O:25])[OH:26])[CH2:27][CH2:28][CH2:29]3)[cH:17][cH:18]2)[CH2:9][CH2:10][CH2:11][CH2:12]1.[OH2:74].[OH:54][C:55]([CH2:56][C:57]([C:58](=[O:59])[OH:60])([CH2:61][C:62](=[O:63])[OH:64])[OH:65])=[O:66]>>[N:8]1([c:13]2[cH:14][cH:15][c:16]([CH2:19][C:20](=[O:21])[N:22]3[CH:23]([C:24](=[O:26])[NH:44][c:43]4[c:42]([O:41][CH2:40][c:39]5[c:38]([Br:37])[cH:52][cH:51][c:50]([F:53])[cH:49]5)[cH:48][cH:47][cH:46][cH:45]4)[CH2:27][CH2:28][CH2:29]3)[cH:17][cH:18]2)[CH2:9][CH2:10][CH2:11][CH2:12]1.